From a dataset of the Open Reaction Database (ORD), a public repository of structured organic reaction records. describe an organic reaction: reactants, conditions, products, and yield Reactants: ClC1=NC=C(C=N1)B(O)O ((2-Chloropyrimidin-5-yl)boronic acid), N1CCNC(CC1)=O (1,4-diazepan-5-one). Solvent: O1CCOCC1 (1,4-dioxane). Reaction conditions: temperature 100 celsius. The product is O=C1NCCN(CC1)C1=NC=C(C=N1)B(O)O ([2-(5-Oxo-1,4-diazepan-1-yl)pyrimidin-5-yl]boronic acid). Yield: 48.8%. As a reaction SMILES: Cl[C:2]1[N:7]=[CH:6][C:5]([B:8]([OH:10])[OH:9])=[CH:4][N:3]=1.[NH:11]1[CH2:17][CH2:16][C:15](=[O:18])[NH:14][CH2:13][CH2:12]1>O1CCOCC1>[O:18]=[C:15]1[CH2:16][CH2:17][N:11]([C:2]2[N:7]=[CH:6][C:5]([B:8]([OH:10])[OH:9])=[CH:4][N:3]=2)[CH2:12][CH2:13][NH:14]1. Reported procedure: (2-Chloropyrimidin-5-yl)boronic acid (200 mg, 1.26 mmol) and 1,4-diazepan-5-one (288.34 mg, 2.53 mmol) were suspended in 1,4-dioxane (3 mL) and the mixture was heated at 100° C. under microwave irradiation for 45 minutes. The resulting slurry was concentrated under vacuum and triturated with MeOH to afford the title compound (145 mg, 30%) as a cream precipitate, which was used without further purification. Method C HPLC-MS: MH+ m/z 237, RT 0.40 minutes. Starting materials: COc1cc(CCCN2CCN(C)CC2)ccc1N, C[O-], CC(C)O, COc1ccc(-c2nc3ccccn3c2-c2ccnc(Cl)n2)cc1C(=O)Nc1c(F)cccc1F, ClCCl, [Na+], Cc1ccc(S(=O)(=O)O)cc1. The product is COc1cc(CCCN2CCN(C)CC2)ccc1Nc1nccc(-c2c(-c3ccc(OC)c(C(=O)Nc4c(F)cccc4F)c3)nc3ccccn23)n1. Reaction SMILES: [CH3:36][O:37][c:38]1[c:39]([NH2:40])[cH:41][cH:42][c:43]([CH2:45][CH2:46][CH2:47][N:48]2[CH2:49][CH2:50][N:51]([CH3:54])[CH2:52][CH2:53]2)[cH:44]1.[CH3:66][O-:67].[CH:72]([OH:73])([CH3:74])[CH3:75].[Cl:1][c:2]1[n:3][cH:4][cH:5][c:6](-[c:8]2[c:9](-[c:17]3[cH:18][cH:19][c:20]([O:34][CH3:35])[c:21]([C:22](=[O:23])[NH:24][c:25]4[c:26]([F:32])[cH:27][cH:28][cH:29][c:30]4[F:31])[cH:33]3)[n:10][c:11]3[n:12]2[cH:13][cH:14][cH:15][cH:16]3)[n:7]1.[Cl:69][CH2:70][Cl:71].[Na+:68].[c:55]1([CH3:56])[cH:57][cH:58][c:59]([S:60]([OH:61])(=[O:62])=[O:63])[cH:64][cH:65]1>>[c:2]1([NH:40][c:39]2[c:38]([O:37][CH3:36])[cH:44][c:43]([CH2:45][CH2:46][CH2:47][N:48]3[CH2:49][CH2:50][N:51]([CH3:54])[CH2:52][CH2:53]3)[cH:42][cH:41]2)[n:3][cH:4][cH:5][c:6](-[c:8]2[c:9](-[c:17]3[cH:18][cH:19][c:20]([O:34][CH3:35])[c:21]([C:22](=[O:23])[NH:24][c:25]4[c:26]([F:32])[cH:27][cH:28][cH:29][c:30]4[F:31])[cH:33]3)[n:10][c:11]3[n:12]2[cH:13][cH:14][cH:15][cH:16]3)[n:7]1. Reactants: CC(C)(C)c1ccc(CS)cc1, CN(C)C=O, CCn1ncc(Cl)c(C)c1=O, [H-], [Na+], O. RXN SMILES: [C:3]([CH3:4])([CH3:5])([CH3:6])[c:7]1[cH:8][cH:9][c:10]([CH2:11][SH:12])[cH:13][cH:14]1.[CH3:27][N:28]([CH3:29])[CH:30]=[O:31].[Cl:15][c:16]1[c:17]([CH3:25])[c:18](=[O:24])[n:19]([CH2:22][CH3:23])[n:20][cH:21]1.[H-:1].[Na+:2].[OH2:26]>>[C:3]([CH3:4])([CH3:5])([CH3:6])[c:7]1[cH:8][cH:9][c:10]([CH2:11][S:12][c:16]2[c:17]([CH3:25])[c:18](=[O:24])[n:19]([CH2:22][CH3:23])[n:20][cH:21]2)[cH:13][cH:14]1. Product: CCn1ncc(SCc2ccc(C(C)(C)C)cc2)c(C)c1=O.